This data is from the Open Reaction Database (ORD), a public repository of structured organic reaction records. The task is: describe an organic reaction: reactants, conditions, products, and yield Starting materials: [Al+3], CCOCC, [H-], [H-], [H-], [H-], [Li+], [Na+], COC1=CC2=CCCC3C(=O)C(C)C(=C23)CN1, [OH-], O. Product: COC1=CC2=CCCC3CC(C)C(=C23)CN1. Reaction SMILES: [Al+3:19].[CH2:27]([O:28][CH2:29][CH3:30])[CH3:31].[H-:18].[H-:21].[H-:22].[H-:23].[Li+:20].[Na+:26].[O:1]=[C:2]1[CH:3]([CH3:17])[C:4]2=[C:10]3[C:9](=[CH:14][CH2:13][CH2:12][CH:11]13)[CH:8]=[C:7]([O:15][CH3:16])[NH:6][CH2:5]2.[OH-:25].[OH2:24]>>[CH2:2]1[CH:3]([CH3:17])[C:4]2=[C:10]3[C:9](=[CH:14][CH2:13][CH2:12][CH:11]13)[CH:8]=[C:7]([O:15][CH3:16])[NH:6][CH2:5]2. Starting materials: C(C)OC(C(C)(C)N1C=CC2=CC(=CC=C12)OCC1=CC=CC=C1)=O (2-(5-benzyloxy-indol-1-yl)-2-methyl-propionic acid ethyl ester), [H][H] (hydrogen). The reagents and catalysts are [Pd] (Pd/C). The solvent is C(C)O (ethanol). The product is C(C)OC(C(C)(C)N1C=CC2=CC(=CC=C12)O)=O (2-(5-Hydroxy-indol-1-yl)-2-methyl-propionic acid ethyl ester). The yield is 96.2%. Reaction SMILES: [CH2:1]([O:3][C:4](=[O:25])[C:5]([N:8]1[C:16]2[C:11](=[CH:12][C:13]([O:17]CC3C=CC=CC=3)=[CH:14][CH:15]=2)[CH:10]=[CH:9]1)([CH3:7])[CH3:6])[CH3:2].[H][H]>C(O)C.[Pd]>[CH2:1]([O:3][C:4](=[O:25])[C:5]([N:8]1[C:16]2[C:11](=[CH:12][C:13]([OH:17])=[CH:14][CH:15]=2)[CH:10]=[CH:9]1)([CH3:7])[CH3:6])[CH3:2]. Procedure details: A mixture of 2-(5-benzyloxy-indol-1-yl)-2-methyl-propionic acid ethyl ester (15.6 g) and Pd/C (5%, 1.93 g) in ethanol (190 mL) is stirred under 60 PSI of hydrogen overnight. Filtration and concentration yields the title compound (11 g). The reactants are [H-].[Na+] (NaH), [Br-].C1(=CC=CC=C1)[P+](CCCCC(=O)O)(C1=CC=CC=C1)C1=CC=CC=C1 (triphenyl-(4-carboxybutyl)-phosphonium bromide), [H][H] (hydrogen). Solvent: CS(=O)C (DMSO), CS(=O)C (DMSO). Yields the product P(C1=CC=CC=C1)(C1=CC=CC=C1)C1=CC=CC=C1 ((C6H5)3P), -(CH2)3COO(-). Reaction SMILES: [H-].[Na+].[H][H].[Br-].[C:6]1([P+:12]([C:26]2[CH:31]=[CH:30][CH:29]=[CH:28][CH:27]=2)([C:20]2[CH:25]=[CH:24][CH:23]=[CH:22][CH:21]=2)CCCCC(O)=O)[CH:11]=[CH:10][CH:9]=[CH:8][CH:7]=1>CS(C)=O>[P:12]([C:20]1[CH:21]=[CH:22][CH:23]=[CH:24][CH:25]=1)([C:26]1[CH:31]=[CH:30][CH:29]=[CH:28][CH:27]=1)[C:6]1[CH:7]=[CH:8][CH:9]=[CH:10][CH:11]=1 |f:0.1,3.4|. Procedure: Under a nitrogen atmosphere a suspension of 1.49 g of NaH (80% dispersion in mineral oil) in 40 ml of DMSO was warmed to 60°-65° C., with stirring and with exclusion of humidity for 3 hours, until no more hydrogen was evolved. It was cooled to 5°-8° C. and 10.93 g of triphenyl-(4-carboxybutyl)-phosphonium bromide was added all at once. The material was kept at 15° C. and stirred until all the reagent was dissolved, giving a DMSO solution of the ylide (C6H5)3P-CH(-) -(CH2)3COO(-). The reactants are CNCC(O)C(O)C(O)C(O)CO, CN(C)C=O, O=C1C(CCC(O)c2ccc(F)cc2)C(c2ccc(OCCCCCCI)cc2)N1c1ccc(F)cc1. The product is CN(CCCCCCOc1ccc(C2C(CCC(O)c3ccc(F)cc3)C(=O)N2c2ccc(F)cc2)cc1)CC(O)C(O)C(O)C(O)CO. As a reaction SMILES: [CH3:38][NH:39][CH2:40][CH:41]([CH:42]([CH:43]([CH:44]([CH2:45][OH:46])[OH:47])[OH:48])[OH:49])[OH:50].[CH3:51][N:52]([CH3:53])[CH:54]=[O:55].[F:1][c:2]1[cH:3][cH:4][c:5]([N:8]2[C:9](=[O:37])[CH:10]([CH2:26][CH2:27][CH:28]([OH:29])[c:30]3[cH:31][cH:32][c:33]([F:36])[cH:34][cH:35]3)[CH:11]2[c:12]2[cH:13][cH:14][c:15]([O:18][CH2:19][CH2:20][CH2:21][CH2:22][CH2:23][CH2:24][I:25])[cH:16][cH:17]2)[cH:6][cH:7]1>>[F:1][c:2]1[cH:3][cH:4][c:5]([N:8]2[C:9](=[O:37])[CH:10]([CH2:26][CH2:27][CH:28]([OH:29])[c:30]3[cH:31][cH:32][c:33]([F:36])[cH:34][cH:35]3)[CH:11]2[c:12]2[cH:13][cH:14][c:15]([O:18][CH2:19][CH2:20][CH2:21][CH2:22][CH2:23][CH2:24][N:39]([CH3:38])[CH2:40][CH:41]([CH:42]([CH:43]([CH:44]([CH2:45][OH:46])[OH:47])[OH:48])[OH:49])[OH:50])[cH:16][cH:17]2)[cH:6][cH:7]1. As a reaction SMILES: [OH:1][CH2:2][C:3]1[C:11]2[C:6](=[CH:7][C:8]([C:12]([N:14]3[CH2:19][CH2:18][O:17][CH2:16][CH2:15]3)=[O:13])=[CH:9][CH:10]=2)[NH:5][CH:4]=1.[Br:20][C:21]1[CH:22]=[N:23][C:24](Cl)=[N:25][CH:26]=1.BrC1C=NC(N2C3C(=CC=C(C(N4CCOCC4)=O)C=3)C(SC)=C2)=NC=1>>[Br:20][C:21]1[CH:22]=[N:23][C:24]([N:5]2[C:6]3[C:11](=[CH:10][CH:9]=[C:8]([C:12]([N:14]4[CH2:19][CH2:18][O:17][CH2:16][CH2:15]4)=[O:13])[CH:7]=3)[C:3]([CH2:2][OH:1])=[CH:4]2)=[N:25][CH:26]=1. Starting materials: OCC1=CNC2=CC(=CC=C12)C(=O)N1CCOCC1 ((3-(Hydroxymethyl)-1H-indol-6-yl)(morpholino)methanone), BrC=1C=NC(=NC1)Cl (5-bromo-2-chloropyrimidine), BrC=1C=NC(=NC1)N1C=C(C2=CC=C(C=C12)C(=O)N1CCOCC1)SC ((1-(5-Bromopyrimidin-2-yl)-3-(methylthio)-1H-indol-6-yl)(morpholino)methanone). The product is BrC=1C=NC(=NC1)N1C=C(C2=CC=C(C=C12)C(=O)N1CCOCC1)CO ((1-(5-Bromopyrimidin-2-yl)-3-(hydroxymethyl)-1H-indol-6-yl)(morpholino)methanone). Procedure details: Prepared from 27b) (700 mg, 2.69 mmol, 1.0 eq) and 5-bromo-2-chloropyrimidine (520 mg, 2.69 mmol, 1.0 eq) in an analogous manner to the procedure of 1c). The raw product was purified by column chromatography [100-200 mesh; ethyl acetate/petrolether=7:3]. White solid. Yield: 400 mg (35% of theory). Reactants: BrC1=CC=C(C=C1)C1=C(C(=NO1)C)C(CCCC1=CC=CC=C1)O (1-[5-(4-bromo-phenyl)-3-methyl-isoxazol-4-yl]-4-phenyl-butan-1-ol), COC(CCC1=C(C=CC=C1)B1OC(C(O1)(C)C)(C)C)=O (3-[2-(4,4,5,5-tetramethyl-[1,3,2]dioxaborolan-2-yl)-phenyl]-propionic acid methyl ester). Product: COC(CCC1=C(C=CC=C1)C1=CC=C(C=C1)C1=C(C(=NO1)C)C(CCCC1=CC=CC=C1)O)=O (3-{4′-[4-(1-Hydroxy-4-phenyl-butyl)-3-methyl-isoxazol-5-yl]-biphenyl-2-yl}-propionic acid methyl ester). As a reaction SMILES: Br[C:2]1[CH:7]=[CH:6][C:5]([C:8]2[O:12][N:11]=[C:10]([CH3:13])[C:9]=2[CH:14]([OH:24])[CH2:15][CH2:16][CH2:17][C:18]2[CH:23]=[CH:22][CH:21]=[CH:20][CH:19]=2)=[CH:4][CH:3]=1.[CH3:25][O:26][C:27](=[O:45])[CH2:28][CH2:29][C:30]1[CH:35]=[CH:34][CH:33]=[CH:32][C:31]=1B1OC(C)(C)C(C)(C)O1>>[CH3:25][O:26][C:27](=[O:45])[CH2:28][CH2:29][C:30]1[CH:31]=[CH:32][CH:33]=[CH:34][C:35]=1[C:2]1[CH:7]=[CH:6][C:5]([C:8]2[O:12][N:11]=[C:10]([CH3:13])[C:9]=2[CH:14]([OH:24])[CH2:15][CH2:16][CH2:17][C:18]2[CH:23]=[CH:22][CH:21]=[CH:20][CH:19]=2)=[CH:4][CH:3]=1. Procedure details: Prepared according to the procedure described in Example 110, Step 3, using 1-[5-(4-bromo-phenyl)-3-methyl-isoxazol-4-yl]-4-phenyl-butan-1-ol and 3-[2-(4,4,5,5-tetramethyl-[1,3,2]dioxaborolan-2-yl)-phenyl]-propionic acid methyl ester. The reactants are Cc1ccc(-c2cn(Cc3ccccc3)c3c2CN(C(=O)OC(C)(C)C)CC3)s1, CC(C)(C)OC(=O)N1CCC(=O)CC1, Cc1ccc(C=C[N+](=O)[O-])s1, Cc1ccccc1, NCc1ccccc1. The product is Cc1ccc(-c2cn(Cc3ccccc3)c3c2CNCC3)s1. RXN SMILES: [C:1]([O:2][C:3](=[O:4])[N:8]1[CH2:9][c:10]2[c:11]([n:14]([CH2:23][c:24]3[cH:25][cH:26][cH:27][cH:28][cH:29]3)[cH:15][c:16]2-[c:17]2[s:18][c:19]([CH3:22])[cH:20][cH:21]2)[CH2:12][CH2:13]1)([CH3:5])([CH3:6])[CH3:7].[C:30]([O:31][C:32]([N:33]1[CH2:34][CH2:35][C:36](=[O:37])[CH2:38][CH2:39]1)=[O:40])([CH3:41])([CH3:42])[CH3:43].[CH3:52][c:53]1[s:54][c:55]([CH:56]=[CH:57][N+:58]([O-:59])=[O:60])[cH:61][cH:62]1.[CH3:63][c:64]1[cH:65][cH:66][cH:67][cH:68][cH:69]1.[NH2:44][CH2:45][c:46]1[cH:47][cH:48][cH:49][cH:50][cH:51]1>>[NH:8]1[CH2:9][c:10]2[c:11]([n:14]([CH2:23][c:24]3[cH:25][cH:26][cH:27][cH:28][cH:29]3)[cH:15][c:16]2-[c:17]2[s:18][c:19]([CH3:22])[cH:20][cH:21]2)[CH2:12][CH2:13]1. Starting materials: BrC1=C(C(=CS1)CCC(=O)OCC)C1=C(C=C(C=C1)C#N)C (ethyl 3-(5-bromo-4-(4-cyano-2-methylphenyl)thiophen-3-yl)propanoate), COC1=CC=C(C=C1)B(O)O (4-methoxyphenylboronic acid), C(=O)([O-])[O-].[Na+].[Na+] (Na2CO3). The reagents and catalysts are Cl[Pd]([P](C1=CC=CC=C1)(C2=CC=CC=C2)C3=CC=CC=C3)([P](C4=CC=CC=C4)(C5=CC=CC=C5)C6=CC=CC=C6)Cl (Pd(PPh3)2Cl2). Solvent: O1CCOCC1 (dioxane), O (H2O). Run at temperature 100 celsius, time 8 hour. The product is C(#N)C1=CC(=C(C=C1)C=1C(=CSC1C1=CC=C(C=C1)OC)CCC(=O)O)C (3-(4-(4-cyano-2-methylphenyl)-5-(4-methoxyphenyl)thiophen-3-yl)propanoic acid). The yield is 88.3%. As a reaction SMILES: Br[C:2]1[S:6][CH:5]=[C:4]([CH2:7][CH2:8][C:9]([O:11]CC)=[O:10])[C:3]=1[C:14]1[CH:19]=[CH:18][C:17]([C:20]#[N:21])=[CH:16][C:15]=1[CH3:22].[CH3:23][O:24][C:25]1[CH:30]=[CH:29][C:28](B(O)O)=[CH:27][CH:26]=1.C([O-])([O-])=O.[Na+].[Na+]>O1CCOCC1.O.Cl[Pd](Cl)([P](C1C=CC=CC=1)(C1C=CC=CC=1)C1C=CC=CC=1)[P](C1C=CC=CC=1)(C1C=CC=CC=1)C1C=CC=CC=1>[C:20]([C:17]1[CH:18]=[CH:19][C:14]([C:3]2[C:4]([CH2:7][CH2:8][C:9]([OH:11])=[O:10])=[CH:5][S:6][C:2]=2[C:28]2[CH:29]=[CH:30][C:25]([O:24][CH3:23])=[CH:26][CH:27]=2)=[C:15]([CH3:22])[CH:16]=1)#[N:21] |f:2.3.4,^1:49,68|. Procedure details: A mixture of ethyl 3-(5-bromo-4-(4-cyano-2-methylphenyl)thiophen-3-yl)propanoate (35 mg, 0.09 mmol), 4-methoxyphenylboronic acid (16 mg, 0.10 mmol), Na2CO3 (19 mg, 0.18 mmol), Pd(PPh3)2Cl2 (6 mg, 0.009 mmol) in a mixture of dioxane and H2O (5 mL, 4:1) was stirred at 100° C. overnight under nitrogen. The mixture was neutralized to pH=5, and extracted with EtOAc. The organic layer was concentrated, and purified by preparative TLC to give 3-(4-(4-cyano-2-methylphenyl)-5-(4-methoxyphenyl)thiophen-3-... Reactants: CCOC(C)=O, Cl, CNC(=O)c1cc(F)ccc1CNC(=O)OC(C)(C)C. Yields the product [Cl-], CNC(=O)c1cc(F)ccc1C[NH3+]. RXN SMILES: [CH3:22][CH2:23][O:24][C:25](=[O:26])[CH3:27].[ClH:1].[F:2][c:3]1[cH:4][c:5]([C:18](=[O:19])[NH:20][CH3:21])[c:6]([CH2:7][NH:8][C:9](=[O:10])[O:11][C:12]([CH3:13])([CH3:14])[CH3:15])[cH:16][cH:17]1>>[Cl-:1].[F:2][c:3]1[cH:4][c:5]([C:18](=[O:19])[NH:20][CH3:21])[c:6]([CH2:7][NH3+:8])[cH:16][cH:17]1.